This data is from the Open Reaction Database (ORD), a public repository of structured organic reaction records. The task is: describe an organic reaction: reactants, conditions, products, and yield The reactants are N[C@H]1[C@@H]2N(C(=C(CS2)CO)C(=O)O)C1=O (7β-amino-3-hydroxymethyl-3-cephem-4-carboxylic acid), S1C(=NC2=C1C=CC=C2)SOC(\C(=N/OC(C2=CC=CC=C2)(C2=CC=CC=C2)C2=CC=CC=C2)\C=2N=C(SC2)NC(C2=CC=CC=C2)(C2=CC=CC=C2)C2=CC=CC=C2)=O (2-(2-tritylaminothiazol-4-yl)-(Z)-2-(trityloxyimino)acetic acid benzothiazol-2-ylthio ester), O1CCCC1 (tetrahydrofuran), [OH-].[Na+] (sodium hydroxide). Solvent: O (water), C(C)#N (acetonitrile), O1CCOCC1 (dioxane). Yields the product C(C1=CC=CC=C1)(C1=CC=CC=C1)(C1=CC=CC=C1)NC=1SC=C(N1)/C(/C(=O)N[C@H]1[C@@H]2N(C(=C(CS2)CO)C(=O)[O-])C1=O)=N/OC(C1=CC=CC=C1)(C1=CC=CC=C1)C1=CC=CC=C1.[Na+] (sodium 7β-[2-(2-tritylaminothiazol-4-yl)-(Z)-2-(trityloxyimino)acetamido]-3-hydroxymethyl-3-cephem-4-carboxylate). Reaction SMILES: [NH2:1][C@@H:2]1[C:14](=[O:15])[N:4]2[C:5]([C:11]([OH:13])=[O:12])=[C:6]([CH2:9][OH:10])[CH2:7][S:8][C@H:3]12.[OH-].[Na+:17].S1C2C=CC=CC=2N=C1S[O:28][C:29](=O)/[C:30](/[C:52]1[N:53]=[C:54]([NH:57][C:58]([C:71]2[CH:76]=[CH:75][CH:74]=[CH:73][CH:72]=2)([C:65]2[CH:70]=[CH:69][CH:68]=[CH:67][CH:66]=2)[C:59]2[CH:64]=[CH:63][CH:62]=[CH:61][CH:60]=2)[S:55][CH:56]=1)=[N:31]\[O:32][C:33]([C:46]1[CH:51]=[CH:50][CH:49]=[CH:48][CH:47]=1)([C:40]1[CH:45]=[CH:44][CH:43]=[CH:42][CH:41]=1)[C:34]1[CH:39]=[CH:38][CH:37]=[CH:36][CH:35]=1.O1CCCC1>O.C(#N)C.O1CCOCC1>[C:58]([NH:57][C:54]1[S:55][CH:56]=[C:52](/[C:30](=[N:31]/[O:32][C:33]([C:46]2[CH:51]=[CH:50][CH:49]=[CH:48][CH:47]=2)([C:40]2[CH:41]=[CH:42][CH:43]=[CH:44][CH:45]=2)[C:34]2[CH:35]=[CH:36][CH:37]=[CH:38][CH:39]=2)/[C:29]([NH:1][C@@H:2]2[C:14](=[O:15])[N:4]3[C:5]([C:11]([O-:13])=[O:12])=[C:6]([CH2:9][OH:10])[CH2:7][S:8][C@H:3]23)=[O:28])[N:53]=1)([C:71]1[CH:72]=[CH:73][CH:74]=[CH:75][CH:76]=1)([C:59]1[CH:60]=[CH:61][CH:62]=[CH:63][CH:64]=1)[C:65]1[CH:70]=[CH:69][CH:68]=[CH:67][CH:66]=1.[Na+:17] |f:1.2,8.9|. Procedure details: In 20 ml of water is suspended 260 mg of 7β-amino-3-hydroxymethyl-3-cephem-4-carboxylic acid, and with ice-cooling and stirring, the suspension is adjusted to pH 7.0 with 1N-aqueous sodium hydroxide solution. After dissolution, 930 mg of 2-(2-tritylaminothiazol-4-yl)-(Z)-2-(trityloxyimino)acetic acid benzothiazol-2-ylthio ester, 20 ml of tetrahydrofuran, 20 ml of dioxane and 10 ml of acetonitrile are added and the mixture is stirred at room temperature for 38 hours. The reaction mixture is filte... Solvent: O (water). The product is C(#N)C(C1=C(C=C2C(C(=CN(C2=C1F)C1=CC=C(C=C1)F)C(=O)OCC)=O)F)C(=O)OCC (Ethyl 7-(cyano-ethoxycarbonyl-methyl)-6,8-difluoro-1-(4-fluorophenyl)-1,4-dihydro-4-oxo-3-quinoline-carboxylate). RXN SMILES: [H-].[Na+].O1CCOCC1.[C:9]([CH2:11][C:12]([O:14][CH2:15][CH3:16])=[O:13])#[N:10].[F:17][C:18]1[CH:19]=[C:20]2[C:25](=[C:26]([F:29])[C:27]=1F)[N:24]([C:30]1[CH:35]=[CH:34][C:33]([F:36])=[CH:32][CH:31]=1)[CH:23]=[C:22]([C:37]([O:39][CH2:40][CH3:41])=[O:38])[C:21]2=[O:42]>O>[C:9]([CH:11]([C:12]([O:14][CH2:15][CH3:16])=[O:13])[C:27]1[C:26]([F:29])=[C:25]2[C:20]([C:21](=[O:42])[C:22]([C:37]([O:39][CH2:40][CH3:41])=[O:38])=[CH:23][N:24]2[C:30]2[CH:31]=[CH:32][C:33]([F:36])=[CH:34][CH:35]=2)=[CH:19][C:18]=1[F:17])#[N:10] |f:0.1|. Reactants: FC=1C=C2C(C(=CN(C2=C(C1F)F)C1=CC=C(C=C1)F)C(=O)OCC)=O (ethyl 6,7,8-trifluoro-1-(4-fluorophenyl)-1,4-dihydro-4-oxo-3-quinoline-carboxylate), [H-].[Na+] (sodium hydride), O1CCOCC1 (dioxane), C(#N)CC(=O)OCC (ethyl cyanoacetate). Procedure: 0.12 g of sodium hydride are initially introduced into 15 ml of dioxane. 0.51 g of ethyl cyanoacetate is added and the mixture is first stirred for one hour at room temperature. 1.1 g of ethyl 6,7,8-trifluoro-1-(4-fluorophenyl)-1,4-dihydro-4-oxo-3-quinoline-carboxylate are then added in portions. The mixture is boiled for 3 hours, diluted using water and acidified. It is extracted using methylene chloride. Run at time 1 hour. Reactants: FC=1C=C2C(C(=CN(C2=C(C1F)F)[C@H]1[C@H](C1)F)C(=O)O)=O (6,7,8-trifluoro-1-[(1R,2S)-2-fluorocyclopropyl]-1,4-dihydro-4-oxo-3-quinolinecarboxylic acid), C1(CC1)NC[C@H]1CNC[C@H]1F ((3R,4S)-3-cyclopropylaminomethyl-4-fluoropyrrolidine). Yields the product C1(CC1)NC[C@H]1CN(C[C@H]1F)C1=C(C=C2C(C(=CN(C2=C1F)[C@H]1[C@H](C1)F)C(=O)O)=O)F (7-[(3S,4S)-3-cyclopropylaminomethyl-4-fluoro-1-pyrrolidinyl]-6,8-difluoro-1-[(1R,2S)-2-fluorocyclopropyl]-1,4-dihydro-4-oxo-3-quinolinecarboxylic acid). The yield is 52.6%. Reaction SMILES: [F:1][C:2]1[CH:3]=[C:4]2[C:9](=[C:10]([F:13])[C:11]=1F)[N:8]([C@@H:14]1[CH2:16][C@@H:15]1[F:17])[CH:7]=[C:6]([C:18]([OH:20])=[O:19])[C:5]2=[O:21].[CH:22]1([NH:25][CH2:26][C@@H:27]2[C@H:31]([F:32])[CH2:30][NH:29][CH2:28]2)[CH2:24][CH2:23]1>>[CH:22]1([NH:25][CH2:26][C@@H:27]2[C@H:31]([F:32])[CH2:30][N:29]([C:11]3[C:10]([F:13])=[C:9]4[C:4]([C:5](=[O:21])[C:6]([C:18]([OH:20])=[O:19])=[CH:7][N:8]4[C@@H:14]4[CH2:16][C@@H:15]4[F:17])=[CH:3][C:2]=3[F:1])[CH2:28]2)[CH2:24][CH2:23]1. Procedure: Using 6,7,8-trifluoro-1-[(1R,2S)-2-fluorocyclopropyl]-1,4-dihydro-4-oxo-3-quinolinecarboxylic acid (301 mg) and (3R,4S)-3-cyclopropylaminomethyl-4-fluoropyrrolidine (190 mg), the same procedure was followed as in Example 23 to give 7-[(3S,4S)-3-cyclopropylaminomethyl-4-fluoro-1-pyrrolidinyl]-6,8-difluoro-1-[(1R,2S)-2-fluorocyclopropyl]-1,4-dihydro-4-oxo-3-quinolinecarboxylic acid as pale yellow crystals (231 mg). The reactants are [BH3-]C#N, CC(C)C(N)C(=O)O, CO, [Na+], O=C1CCCCC1, O=S(=O)(O)O. The product is CC(C)C(NC1CCCCC1)C(=O)O. As a reaction SMILES: [C:21]([BH3-:22])#[N:23].[CH3:1][CH:2]([CH3:3])[CH:4]([NH2:5])[C:6]([OH:7])=[O:8].[CH3:25][OH:26].[Na+:24].[O:14]=[C:15]1[CH2:16][CH2:17][CH2:18][CH2:19][CH2:20]1.[S:9](=[O:10])(=[O:11])([OH:12])[OH:13]>>[CH3:1][CH:2]([CH3:3])[CH:4]([NH:5][CH:15]1[CH2:16][CH2:17][CH2:18][CH2:19][CH2:20]1)[C:6]([OH:7])=[O:8]. Reactants: FC1=CC=C(C=C1)C=1C=C(NC1C1=CC=C(C=C1)F)C(O)(C(F)(F)F)C(F)(F)F (4,5-bis(4-fluorophenyl)-α,α-di(trifluoromethyl)-1H-pyrrole-2-methanol). Solvent: C(C)(=O)OC(C)=O (acetic anhydride). Yields the product FC1=CC=C(C=C1)C1=CC(N=C1C1=CC=C(C=C1)F)=C(C(F)(F)F)C(F)(F)F (4,5-Bis(4-fluorophenyl)-2-[2,2,2-trifluoro-1-(trifluoromethyl)ethylidene]-2H-pyrrole). Reaction SMILES: [F:1][C:2]1[CH:7]=[CH:6][C:5]([C:8]2[CH:9]=[C:10]([C:20]([C:26]([F:29])([F:28])[F:27])([C:22]([F:25])([F:24])[F:23])O)[NH:11][C:12]=2[C:13]2[CH:18]=[CH:17][C:16]([F:19])=[CH:15][CH:14]=2)=[CH:4][CH:3]=1>C(OC(=O)C)(=O)C>[F:1][C:2]1[CH:7]=[CH:6][C:5]([C:8]2[C:12]([C:13]3[CH:18]=[CH:17][C:16]([F:19])=[CH:15][CH:14]=3)=[N:11][C:10](=[C:20]([C:26]([F:29])([F:28])[F:27])[C:22]([F:23])([F:24])[F:25])[CH:9]=2)=[CH:4][CH:3]=1. Reported procedure: A mixture of 4.2 g (0.01 mole) of 4,5-bis(4-fluorophenyl)-α,α-di(trifluoromethyl)-1H-pyrrole-2-methanol and 100 ml acetic anhydride was heated at reflux under nitrogen for 3 hours. The mixture was cooled and concentrated under vacuum. The residue was purified by column chromatography on 400 g of silica gel. Eluted with 50/50 hexane/toluene was 4,5-bis(4-fluorophenyl)-2[2,2,2-trifluoro-1-(trifluoromethyl)-ethylidene]-2H-pyrrole, obtained after recrystallization from hexane as a yellow-orange soli...